This data is from the Open Reaction Database (ORD), a public repository of structured organic reaction records. The task is: describe an organic reaction: reactants, conditions, products, and yield The reactants are BrCC(=O)Cl (bromoacetyl chloride), CC1OC(CO1)CNC1=C(C=CC=C1)C(C)(C)C (N-(2-Methyl-1,3-dioxolan-5-ylmethyl)-2-t-butylaniline), C([O-])([O-])=O.[Na+].[Na+] (sodium carbonate), O (water), C1=CC=CC=C1 (benzene). Run at time 1 hour. Yields the product CC1OC(CO1)CN(C1=CC=CC=C1)C(C(Br)C(C)(C)C)=O (N-(2-methyl-1,3-dioxolan-5-ylmethyl)-2-t-butyl-α-bromoacetanilide). RXN SMILES: [CH3:1][CH:2]1[O:6][CH2:5][CH:4]([CH2:7][NH:8][C:9]2[CH:14]=[CH:13][CH:12]=[CH:11][C:10]=2C(C)(C)C)[O:3]1.[C:19](=O)([O-])[O-].[Na+].[Na+].O.[Br:26][CH2:27][C:28](Cl)=[O:29].[CH:31]1[CH:36]=[CH:35]C=CC=1>>[CH3:1][CH:2]1[O:6][CH2:5][CH:4]([CH2:7][N:8]([C:28](=[O:29])[CH:27]([C:36]([CH3:35])([CH3:31])[CH3:19])[Br:26])[C:9]2[CH:10]=[CH:11][CH:12]=[CH:13][CH:14]=2)[O:3]1 |f:1.2.3|. Reported procedure: N-(2-Methyl-1,3-dioxolan-5-ylmethyl)-2-t-butylaniline (0.1 mole), sodium carbonate (0.1 mole), water (10 ml) and benzene (100 ml) are charged into a glass reaction vessel equipped with a mechanical stirrer and thermometer. The reaction mixture is cooled to a temperature of about 0°C and bromoacetyl chloride (0.11 mole) is incrementally added with stirring. After the addition is completed, stirring is continued for a period of about one hour. The mixture is then washed with water, dried over anhy...